Dataset: the Open Reaction Database (ORD), a public repository of structured organic reaction records. Task: describe an organic reaction: reactants, conditions, products, and yield Reactants: C(C)(C)(C)OC(=O)N1CCC=2C(=NNC2CC1)C1=CC=C(C=C1)Cl (3-(4-chloro-phenyl)-4,5,7,8-tetrahydro-1H-1,2,6-triaza-azulene-6-carboxylic acid tert-butyl ester), FC=1C=C(CCl)C=CC1 (3-fluorobenzyl chloride). Yields the product ClC1=CC=C(C=C1)C1=NN(C=2CCNCCC12)CC1=CC(=CC=C1)F (3-(4-Chloro-phenyl)-1-(3-fluoro-benzyl)-1,4,5,6,7,8-hexahydro-1,2,6-triaza-azulene). Reaction SMILES: C(OC([N:8]1[CH2:17][CH2:16][C:15]2[NH:14][N:13]=[C:12]([C:18]3[CH:23]=[CH:22][C:21]([Cl:24])=[CH:20][CH:19]=3)[C:11]=2[CH2:10][CH2:9]1)=O)(C)(C)C.[F:25][C:26]1[CH:27]=[C:28]([CH:31]=[CH:32][CH:33]=1)[CH2:29]Cl>>[Cl:24][C:21]1[CH:20]=[CH:19][C:18]([C:12]2[C:11]3[CH2:10][CH2:9][NH:8][CH2:17][CH2:16][C:15]=3[N:14]([CH2:29][C:28]3[CH:31]=[CH:32][CH:33]=[C:26]([F:25])[CH:27]=3)[N:13]=2)=[CH:23][CH:22]=1. Procedure details: The title compound (0.01 g) was prepared from 3-(4-chloro-phenyl)-4,5,7,8-tetrahydro-1H-1,2,6-triaza-azulene-6-carboxylic acid tert-butyl ester (Example 59, Step C, 0.1 g) using 3-fluorobenzyl chloride (0.5 mL) in place of benzyl chloride. MS (ESI): exact mass calculated for C20H19ClFN3, 355.13. found, m/z 356.1 [M+H]+. 1H NMR (500 MHz, CD3OD): 7.42-7.37 (m, 2H), 7.35-7.32 (m, 2H), 7.28-7.21 (m, 1H), 6.93-6.88 (m, 1H), 6.84 (d, J=7.7 Hz, 1H), 6.75-6.71 (m, 1H), 5.29 (s, 2H), 2.89-2.85 (m, 4H), 2... The reactants are NC=1C=2N(C=CN1)C(=NC2I)[C@@H]2CC[C@H](CC2)C(=O)N (trans-4-(8-Amino-1-iodoimidazo[1,5-a]pyrazin-3-yl)cyclohexanecarboxamide), C(C)(C)(C)OC(=O)N1C(=CC2=CC=CC=C12)B(O)O (1-(tert-butoxycarbonyl)-1H-indole-2-boronic acid), C([O-])([O-])=O.[Na+].[Na+] (sodium carbonate). The reagents and catalysts are C=1C=CC(=CC1)[P](C=2C=CC=CC2)(C=3C=CC=CC3)[Pd]([P](C=4C=CC=CC4)(C=5C=CC=CC5)C=6C=CC=CC6)([P](C=7C=CC=CC7)(C=8C=CC=CC8)C=9C=CC=CC9)[P](C=1C=CC=CC1)(C=1C=CC=CC1)C=1C=CC=CC1 (Tetrakis(triphenylphosphine)palladium(0)). Solvent: COCCOC.O (DME Water). The product is NC=1C=2N(C=CN1)C(=NC2C=2NC1=CC=CC=C1C2)[C@@H]2CC[C@H](CC2)C(=O)N (trans-4-[8-Amino-1-(1H-indol-2-yl)imidazo[1,5-a]pyrazin-3-yl]cyclohexanecarboxamide). Reaction SMILES: [NH2:1][C:2]1[C:3]2[N:4]([C:8]([C@H:12]3[CH2:17][CH2:16][C@H:15]([C:18]([NH2:20])=[O:19])[CH2:14][CH2:13]3)=[N:9][C:10]=2I)[CH:5]=[CH:6][N:7]=1.C(OC([N:28]1[C:36]2[C:31](=[CH:32][CH:33]=[CH:34][CH:35]=2)[CH:30]=[C:29]1B(O)O)=O)(C)(C)C.C(=O)([O-])[O-].[Na+].[Na+]>C1C=CC([P]([Pd]([P](C2C=CC=CC=2)(C2C=CC=CC=2)C2C=CC=CC=2)([P](C2C=CC=CC=2)(C2C=CC=CC=2)C2C=CC=CC=2)[P](C2C=CC=CC=2)(C2C=CC=CC=2)C2C=CC=CC=2)(C2C=CC=CC=2)C2C=CC=CC=2)=CC=1.COCCOC.O>[NH2:1][C:2]1[C:3]2[N:4]([C:8]([C@H:12]3[CH2:17][CH2:16][C@H:15]([C:18]([NH2:20])=[O:19])[CH2:14][CH2:13]3)=[N:9][C:10]=2[C:29]2[NH:28][C:36]3[C:31]([CH:30]=2)=[CH:32][CH:33]=[CH:34][CH:35]=3)[CH:5]=[CH:6][N:7]=1 |f:2.3.4,6.7,^1:49,51,70,89|. Procedure: trans-4-(8-Amino-1-iodoimidazo[1,5-a]pyrazin-3-yl)cyclohexanecarboxamide (40 mg, 0.10 mmol), 1-(tert-butoxycarbonyl)-1H-indole-2-boronic acid (33 mg, 0.12 mmol), and sodium carbonate (33 mg, 0.31 mmol) were added to DME:Water (5:1) (2 mL) and the mixture degassed with Argon for 10 min. Tetrakis(triphenylphosphine)palladium(0) (8.0 mg, 0.007 mmol) was then added and the reaction mixture microwaved at 110° C. for 1 h, The mixture was concentrated in vacuo, taken up in DMSO, and purified by mass-di... Starting materials: O1C(=NN=C1)C1=CC=C(C=C1)B(O)O ([4-(1,3,4-oxadiazol-2-yl)phenyl]boronic acid), ClC1=NC=CC=C1S(=O)(=O)N(C(OCC(C)C)=O)C1=NC=C(N=C1OC)C (isobutyl [(2-chloropyridin-3-yl)sulfonyl](3-methoxy-5-methylpyrazin-2-yl)carbamate), [Na+].[Na+].[Na+].P(C=1C=C(C=CC1)S(=O)(=O)[O-])(C=1C=C(C=CC1)S(=O)(=O)[O-])C=1C=C(C=CC1)S(=O)(=O)[O-] (3,3′,3″-phosphinidyne tris(benzenesulphonic acid) trisodium salt). The reagents and catalysts are C(C)(=O)[O-].[Pd+2].C(C)(=O)[O-] (Palladium acetate). Run in C=1(C(=CC=CC1)C)C (xylene), industrial methylated spirit, C(C)N(CC)CC (triethylamine), O (water). Reaction conditions: temperature 105 celsius, time 1 hour. Product: C(C(C)C)OC(=O)N(S(=O)(=O)C=1C(=NC=CC1)C1=CC=C(C=C1)C=1OC=NN1)C1=NC=C(N=C1OC)C (N-(Isobutoxycarbonyl) N-(3-methoxy-5-methylpyrazin-2-yl)-2-(4-[1,3,4-oxadiazol-2-yl]phenyl) Pyridine-3-sulphonamide). The yield is 76.8%. RXN SMILES: [Na+].[Na+].[Na+].P(C1C=C(S([O-])(=O)=O)C=CC=1)(C1C=C(S([O-])(=O)=O)C=CC=1)C1C=C(S([O-])(=O)=O)C=CC=1.[O:35]1[CH:39]=[N:38][N:37]=[C:36]1[C:40]1[CH:45]=[CH:44][C:43](B(O)O)=[CH:42][CH:41]=1.Cl[C:50]1[C:55]([S:56]([N:59]([C:67]2[C:72]([O:73][CH3:74])=[N:71][C:70]([CH3:75])=[CH:69][N:68]=2)[C:60](=[O:66])[O:61][CH2:62][CH:63]([CH3:65])[CH3:64])(=[O:58])=[O:57])=[CH:54][CH:53]=[CH:52][N:51]=1>O.C1(C)C(C)=CC=CC=1.C(N(CC)CC)C.C([O-])(=O)C.[Pd+2].C([O-])(=O)C>[CH2:62]([O:61][C:60]([N:59]([C:67]1[C:72]([O:73][CH3:74])=[N:71][C:70]([CH3:75])=[CH:69][N:68]=1)[S:56]([C:55]1[C:50]([C:43]2[CH:44]=[CH:45][C:40]([C:36]3[O:35][CH:39]=[N:38][N:37]=3)=[CH:41][CH:42]=2)=[N:51][CH:52]=[CH:53][CH:54]=1)(=[O:58])=[O:57])=[O:66])[CH:63]([CH3:65])[CH3:64] |f:0.1.2.3,9.10.11|. Procedure: Palladium acetate (0.4144 g) and 3,3′,3″-phosphinidyne tris(benzenesulphonic acid) trisodium salt 30% w/w aq sol (3.26 g) were dissolved in water (35 ml) over 6 minutes in an ultrasonic bath. The yellow solution was added to a stirred slurry of [4-(1,3,4-oxadiazol-2-yl)phenyl]boronic acid (10 g) and isobutyl [(2-chloropyridin-3-yl)sulfonyl](3-methoxy-5-methylpyrazin-2-yl)carbamate (16.86 g) in xylene (100 ml), industrial methylated spirit (50 ml) and triethylamine (17 ml). The catalyst dissoluti... Starting materials: CN1C2=C(C=3C=CC=CC13)CNCC2 (2,3,4,5-tetrahydro-5-methyl-1H-pyrido[4,3-b]indole), C(C=C)#N (acrylonitrile). Reagents/catalysts: CCCCCCCC[N+](C)(CCCCCCCC)CCCCCCCC.[Cl-] (Aliquat 336). Solvent: CC(C)O (2-propanol). The product is CN1C2=C(C=3C=CC=CC13)CN(CC2)CCC#N (1,3,4,5-tetrahydro-5-methyl-2H-pyrido[4,3-b]indole-2-propanenitrile). Isolated yield 86.6%. Reaction SMILES: [CH3:1][N:2]1[C:10]2[CH:9]=[CH:8][CH:7]=[CH:6][C:5]=2[C:4]2[CH2:11][NH:12][CH2:13][CH2:14][C:3]1=2.[C:15](#[N:18])[CH:16]=[CH2:17]>CCCCCCCC[N+](CCCCCCCC)(CCCCCCCC)C.[Cl-].CC(O)C>[CH3:1][N:2]1[C:10]2[CH:9]=[CH:8][CH:7]=[CH:6][C:5]=2[C:4]2[CH2:11][N:12]([CH2:17][CH2:16][C:15]#[N:18])[CH2:13][CH2:14][C:3]1=2 |f:2.3|. Procedure: A mixture of 2,3,4,5-tetrahydro-5-methyl-1H-pyrido[4,3-b]indole (0.07mol), acrylonitrile (0.14 mol) and Aliquat 336 (3 drops) in 2-propanol (150 ml) was stirred and refluxed for 30 minutes. The reaction mixture was cooled on an ice-bath and the resulting precipitate was filtered off, washed with diisopropyl ether (50 ml) and dried, yielding 14.5 g (87%) of 1,3,4,5-tetrahydro-5-methyl-2H-pyrido[4,3-b]indole-2-propanenitrile (intermediate 15).